From a dataset of the Open Reaction Database (ORD), a public repository of structured organic reaction records. describe an organic reaction: reactants, conditions, products, and yield Reactants: BrC1=CC2=C(C3=CC=CC=C3C(=C2C=C1)C1=CC=CC=C1)C1=CC=CC=C1 (2-bromo-9,10-diphenylanthracene), ClC1=CC=C(C=C1)B(O)O (4-chlorophenylboronic acid), aqueous solution, C([O-])([O-])=O.[Na+].[Na+] (sodium carbonate). Reagents/catalysts: C=1C=CC(=CC1)[P](C=2C=CC=CC2)(C=3C=CC=CC3)[Pd]([P](C=4C=CC=CC4)(C=5C=CC=CC5)C=6C=CC=CC6)([P](C=7C=CC=CC7)(C=8C=CC=CC8)C=9C=CC=CC9)[P](C=1C=CC=CC1)(C=1C=CC=CC1)C=1C=CC=CC1 (tetrakis(triphenylphosphine)palladium). The solvent is COCCOC (1,2-dimethoxyethane). Yields the product ClC1=CC=C(C=C1)C1=CC2=C(C3=CC=C(C=C3C(=C2C=C1)C1=CC2=CC=CC=C2C=C1)C1=CC=C(C=C1)Cl)C1=CC2=CC=CC=C2C=C1 (2,6-bis(4-chlorophenyl)-9,10-di(2-naphthyl)anthracene). The yield is 173.3%. RXN SMILES: Br[C:2]1[CH:15]=[CH:14][C:13]2[C:4](=[C:5]([C:22]3[CH:27]=[CH:26][CH:25]=[CH:24][CH:23]=3)[C:6]3[C:11]([C:12]=2[C:16]2[CH:21]=[CH:20][CH:19]=[CH:18][CH:17]=2)=[CH:10][CH:9]=[CH:8][CH:7]=3)[CH:3]=1.[Cl:28][C:29]1[CH:34]=[CH:33][C:32](B(O)O)=[CH:31][CH:30]=1.C(=O)([O-])[O-].[Na+].[Na+]>C1C=CC([P]([Pd]([P](C2C=CC=CC=2)(C2C=CC=CC=2)C2C=CC=CC=2)([P](C2C=CC=CC=2)(C2C=CC=CC=2)C2C=CC=CC=2)[P](C2C=CC=CC=2)(C2C=CC=CC=2)C2C=CC=CC=2)(C2C=CC=CC=2)C2C=CC=CC=2)=CC=1.COCCOC>[Cl:28][C:29]1[CH:34]=[CH:33][C:32]([C:2]2[CH:15]=[CH:14][C:13]3[C:4](=[C:5]([C:22]4[CH:23]=[CH:24][C:25]5[C:26](=[CH:22][CH:5]=[CH:6][CH:7]=5)[CH:27]=4)[C:6]4[C:11]([C:12]=3[C:16]3[CH:17]=[CH:18][C:19]5[C:20](=[CH:15][CH:2]=[CH:3][CH:4]=5)[CH:21]=3)=[CH:10][C:9]([C:32]3[CH:33]=[CH:34][C:29]([Cl:28])=[CH:30][CH:31]=3)=[CH:8][CH:7]=4)[CH:3]=2)=[CH:31][CH:30]=1 |f:2.3.4,^1:47,49,68,87|. Procedure: 5.0 g (8.5 mmol) of 2-bromo-9,10-diphenylanthracene, 2.9 g (18.7 mmol) of 4-chlorophenylboronic acid, and 0.20 g (0.17 mmol) of tetrakis(triphenylphosphine)palladium were dissolved into 50 mL of 1,2-dimethoxyethane. Then, 25 mL of a 2 M aqueous solution of sodium carbonate were added, and the whole was refluxed under heating for 8 hours in an argon atmosphere. The resultant was stood to cool. After the completion of the reaction, the resultant was filtered, and the resultant solid was washed wit... The reactants are CC1=C(C=C(C=C1)C)S (2,5-dimethylthiophenol), [OH-].[Na+] (sodium hydroxide), BrCCC(=O)O (3-bromopropionic acid). Run in O (water). Reaction conditions: temperature 10 celsius, time 4 hour. Product: CC1=C(C=C(C=C1)C)SCCC(=O)O (3-[(2,5-Dimethylphenyl)thio]propanoic acid). RXN SMILES: [OH-].[Na+].[CH3:3][C:4]1[CH:9]=[CH:8][C:7]([CH3:10])=[CH:6][C:5]=1[SH:11].Br[CH2:13][CH2:14][C:15]([OH:17])=[O:16]>O>[CH3:3][C:4]1[CH:9]=[CH:8][C:7]([CH3:10])=[CH:6][C:5]=1[S:11][CH2:13][CH2:14][C:15]([OH:17])=[O:16] |f:0.1|. Reported procedure: 90 g (2.25 mol) of sodium hydroxide were dissolved in 500 ml of water and, with cooling at 10° C., admixed with 147.59 g of 2,5-dimethylthiophenol. Cooling was continued and 180.1 g (1.18 mol) of 3-bromopropionic acid were added below 25° C. The mixture was stirred for another 4 h at room temperature and then washed with diethyl ether (3×500 ml). The aqueous solution was made acidic using 1M HCl, and the precipitated product was filtered off and washed with water. The reactants are S=C(Cl)Cl, Nc1ccccc1-c1ccc(Cl)cc1, C1COCCO1, O. The product is S=C=Nc1ccccc1-c1ccc(Cl)cc1. Reaction SMILES: [Cl:15][C:16]([Cl:17])=[S:18].[NH2:1][c:2]1[c:3](-[c:8]2[cH:9][cH:10][c:11]([Cl:14])[cH:12][cH:13]2)[cH:4][cH:5][cH:6][cH:7]1.[O:19]1[CH2:20][CH2:21][O:22][CH2:23][CH2:24]1.[OH2:25]>>[N:1]([c:2]1[c:3](-[c:8]2[cH:9][cH:10][c:11]([Cl:14])[cH:12][cH:13]2)[cH:4][cH:5][cH:6][cH:7]1)=[C:16]=[S:18].